Dataset: the Open Reaction Database (ORD), a public repository of structured organic reaction records. Task: describe an organic reaction: reactants, conditions, products, and yield Reactants: C(C)(C)(C)OC(C1(C(CC(C=C1C(N1[SH2]NC2=C(C1)C=CC=C2)C#CCC2=CC=CC=C2)=O)=O)C)=O (1-methyl-2,4-dioxo-6-(3-phenyl-prop-1-ynyl-1,4-dihydro-2H-2λ4-benzo[1,2,6]thiadiazin-3-ylmethyl]benzoic acid tert-butyl ester), C(C)(C)(C)OC(C1=CC=C(C=C1)CN1S(C2=C(NC1=O)C=CC(=C2)C#CCCC2=CC=CC=C2)(=O)=O)=O (4-[1,1,3-trioxo-7-(4-phenyl-but-1-ynyl)-3,4-dihydro-1H-1λ6-benzo[1,2,4]thiadiazin-2-ylmethyl]-benzoic acid tert-butyl ester). Product: C(C)(C)(C)OC(C1=CC=C(C=C1)CN1S(C2=C(NC1=O)C=CC(=C2)C#CCCC2=CC=CC=C2)(=O)=O)=O (4-[1,1,3-Trioxo-7-(4-phenyl-but-1-ynyl)-3,4-dihydro-1H-1λ6-benzo[1,2,4]thiadiazin-2-ylmethyl]-benzoic acid tert-butyl ester), O=S1(N(C(NC2=C1C=C(C=C2)C#CCCC2=CC=CC=C2)=O)CC2=CC=C(C(=O)O)C=C2)=O (4-[1,1,3-trioxo-7-(4-phenyl-but-1-ynyl)-3,4-dihydro-1H-1λ6-benzo[1,2,4]thiadiazin-2-ylmethyl]-benzoic acid). Reaction SMILES: C(OC(=O)C1(C)C(C(C#CCC2C=CC=CC=2)N2CC3C=CC=CC=3N[SH2]2)=CC(=O)CC1=O)(C)(C)C.[C:37]([O:41][C:42](=[O:73])[C:43]1[CH:48]=[CH:47][C:46]([CH2:49][N:50]2[C:55](=[O:56])[NH:54][C:53]3[CH:57]=[CH:58][C:59]([C:61]#[C:62][CH2:63][CH2:64][C:65]4[CH:70]=[CH:69][CH:68]=[CH:67][CH:66]=4)=[CH:60][C:52]=3[S:51]2(=[O:72])=[O:71])=[CH:45][CH:44]=1)([CH3:40])([CH3:39])[CH3:38]>>[C:37]([O:41][C:42](=[O:73])[C:43]1[CH:44]=[CH:45][C:46]([CH2:49][N:50]2[C:55](=[O:56])[NH:54][C:53]3[CH:57]=[CH:58][C:59]([C:61]#[C:62][CH2:63][CH2:64][C:65]4[CH:66]=[CH:67][CH:68]=[CH:69][CH:70]=4)=[CH:60][C:52]=3[S:51]2(=[O:71])=[O:72])=[CH:47][CH:48]=1)([CH3:40])([CH3:38])[CH3:39].[O:72]=[S:51]1(=[O:71])[C:52]2[CH:60]=[C:59]([C:61]#[C:62][CH2:63][CH2:64][C:65]3[CH:70]=[CH:69][CH:68]=[CH:67][CH:66]=3)[CH:58]=[CH:57][C:53]=2[NH:54][C:55](=[O:56])[N:50]1[CH2:49][C:46]1[CH:45]=[CH:44][C:43]([C:42]([OH:73])=[O:41])=[CH:48][CH:47]=1. Procedure details: When in procedure of Example 15, Step (5), 4-[1-methyl-2,4-dioxo-6-(3-phenyl-prop-1-ynyl-1,4-dihydro-2H-2λ4-benzo[1,2,6]thiadiazin-3-ylmethyl]benzoic acid tert-butyl ester was replaced with 4-[1,1,3-trioxo-7-(4-phenyl-but-1-ynyl)-3,4-dihydro-1H-1λ6-benzo[1,2,4]thiadiazin-2-ylmethyl]-benzoic acid tert-butyl ester, the title compound 4-[1,1,3-trioxo-7-(4-phenyl-but-1-ynyl)-3,4-dihydro-1H-1λ6-benzo[1,2,4]thiadiazin-2-ylmethyl]-benzoic acid was obtained as a white solid. 1H-NMR (CDCl3); δ 10.95 (s, ... Reactants: C(C(=O)Cl)(=O)Cl (Oxalyl chloride), N1C(=CC2=CC=CC=C12)C(=O)O (indole-2-carboxylic acid), FC(C(=O)O)(F)F (Trifluoroacetic acid), solution, NC1=C2C(=NC=N1)N(N=C2C2=CC(=C(C=C2)N)OC)C2CCN(CC2)C(=O)OC(C)(C)C (tert-butyl 4-[4-amino-3-(4-amino-3-methoxyphenyl)-1H-pyrazolo[3,4-d]pyrimidin-1-yl]-1-piperidinecarboxylate). The reagents and catalysts are CN(C=O)C (N,N-dimethylforamide). Run in ClCCl (dichloromethane), O1CCCC1 (tetrahydrofuran), ClCCl (dichloromethane), N1=CC=CC=C1 (pyridine). Reaction conditions: temperature 0 celsius, time 20 minute. The product is C(C)(=O)[O-].NC1=C2C(=NC=N1)N(N=C2C2=CC(=C(C=C2)NC(=O)C=2NC1=CC=CC=C1C2)OC)C2CC[NH2+]CC2 (4-(4-amino-3-{4-[(1H-2-indolylcarbonyl)amino]-3-methoxyphenyl}-1H-pyrazolo[3,4-d]pyrimidin-1-yl)hexahydropyridinium acetate). Isolated yield 51.9%. As a reaction SMILES: C(Cl)(=O)C(Cl)=O.[NH:7]1[C:15]2[C:10](=[CH:11][CH:12]=[CH:13][CH:14]=2)[CH:9]=[C:8]1[C:16]([OH:18])=[O:17].[NH2:19][C:20]1[N:25]=[CH:24][N:23]=[C:22]2[N:26]([CH:38]3[CH2:43][CH2:42][N:41](C(OC(C)(C)C)=O)[CH2:40][CH2:39]3)[N:27]=[C:28]([C:29]3[CH:34]=[CH:33][C:32]([NH2:35])=[C:31]([O:36][CH3:37])[CH:30]=3)[C:21]=12.FC(F)(F)C(O)=O>ClCCl.O1CCCC1.CN(C)C=O.N1C=CC=CC=1>[C:16]([O-:18])(=[O:17])[CH3:8].[NH2:19][C:20]1[N:25]=[CH:24][N:23]=[C:22]2[N:26]([CH:38]3[CH2:43][CH2:42][NH2+:41][CH2:40][CH2:39]3)[N:27]=[C:28]([C:29]3[CH:34]=[CH:33][C:32]([NH:35][C:16]([C:8]4[NH:7][C:15]5[C:10]([CH:9]=4)=[CH:11][CH:12]=[CH:13][CH:14]=5)=[O:18])=[C:31]([O:36][CH3:37])[CH:30]=3)[C:21]=12 |f:8.9|. Reported procedure: Oxalyl chloride (0.06 mL, 0.60 mmol) was added into a solution of indole-2-carboxylic acid (0.88 g, 0.546 mmol) in dichloromethane (5 mL) and tetrahydrofuran (5 mL) at 0° C. N,N-dimethylforamide (3 drops from 0.1 mL syringe) was added and the mixture was stirred at 0° C. for 10 minutes and at ambient temperature for 20 minutes. The solvents and excess of reagents were evaporated under reduced pressure. The residue was taken into dichloromethane (2 mL) and the resulting solution (1.25 mL) was add... The reactants are C(C)(C)(C)OC(NC1=C(C=C(C(=C1)F)Cl)[N+](=O)[O-])=O ((4-chloro-5-fluoro-2-nitro-phenyl)-carbamic acid tert-butyl ester). The reagents and catalysts are [Pt] (Pt/C). The product is C(C)(C)(C)OC(NC1=C(C=C(C(=C1)F)Cl)N)=O ((2-Amino-4-chloro-5-fluoro-phenyl)-carbamic acid tert-butyl ester), solid. As a reaction SMILES: [C:1]([O:5][C:6](=[O:19])[NH:7][C:8]1[CH:13]=[C:12]([F:14])[C:11]([Cl:15])=[CH:10][C:9]=1[N+:16]([O-])=O)([CH3:4])([CH3:3])[CH3:2]>[Pt]>[C:1]([O:5][C:6](=[O:19])[NH:7][C:8]1[CH:13]=[C:12]([F:14])[C:11]([Cl:15])=[CH:10][C:9]=1[NH2:16])([CH3:4])([CH3:2])[CH3:3]. Reported procedure: The title compound was prepared from (4-chloro-5-fluoro-2-nitro-phenyl)-carbamic acid tert-butyl ester (Example A6) (16.48 g, 56.7 mmol) by hydrogenation with 5% Pt/C according to the general procedure J (method a). Obtained as a brown solid (14.78 g). Reactants: B, CC(C)(C)C1=CCCc2occc21, C1CCOC1. Yields the product CC(C)(C)C1c2ccoc2CCC1O. RXN SMILES: [BH3:14].[C:1]([CH3:2])([CH3:3])([CH3:4])[C:5]1=[CH:6][CH2:7][CH2:8][c:9]2[c:10]1[cH:11][cH:12][o:13]2.[O:15]1[CH2:16][CH2:17][CH2:18][CH2:19]1>>[C:1]([CH3:2])([CH3:3])([CH3:4])[CH:5]1[CH:6]([OH:15])[CH2:7][CH2:8][c:9]2[c:10]1[cH:11][cH:12][o:13]2. Reported procedure: Sodium hydride (7.09 g-50% suspension in oil, 0.148 mol) was washed with petroleum ether, suspended in dry DMSO (100 ml) and heated with stirring at 60°-70° C. for 2 hours. The reaction mixture was then cooled to 15° C. and methyltriphenylphosphonium bromide (52.74 g, 0.136 mol) was added portionwise with rapid stirring over a 1/2 hour period. The reaction mixture was stirred at room temperature for a further 1 hour after the addition and 5-t-butyl-2-furancarboxaldehyde (22.46 g, 0.148 mol) was ... Reactants: [N+](=[N-])=CC(=O)OCC (Ethyl diazoacetate), C(C)(C)(C)C1=CC=C(O1)C=C ((5-t-butylfuran-2-yl)-ethylene). Yields the product C(C)(C)(C)C1=CC=C(O1)C1C(C1)C(=O)OCC (ethyl 2-(5-t-butylfuran-2-yl)-cyclopropanecarboxylate). Run in ClCCl (dichloromethane), ClCCl (dichloromethane). The reagents and catalysts are S(=O)(=O)([O-])[O-].[Cu+2] (copper (II) sulphate). Reaction SMILES: [N+](=[CH:3][C:4]([O:6][CH2:7][CH3:8])=[O:5])=[N-].[C:9]([C:13]1[O:17][C:16]([CH:18]=[CH2:19])=[CH:15][CH:14]=1)([CH3:12])([CH3:11])[CH3:10]>ClCCl.S([O-])([O-])(=O)=O.[Cu+2]>[C:9]([C:13]1[O:17][C:16]([CH:18]2[CH2:19][CH:3]2[C:4]([O:6][CH2:7][CH3:8])=[O:5])=[CH:15][CH:14]=1)([CH3:12])([CH3:11])[CH3:10] |f:3.4|. Isolated yield 22.8%. The reactants are FC=1C=C(CNC(NC=2SC=C(N2)CN(C(=O)C2=C(N=NC(=C2)Cl)Cl)C)=O)C=CC1 (3,6-Dichloro-pyridazine-4-carboxylic acid {2-[3-(3-fluoro-benzyl)-ureido]-thiazol-4-ylmethyl}-methyl-amide), C(C)(=O)O (acetic acid). The product is FC=1C=C(CNC(NC=2SC=C(N2)CN(C(=O)C2=C(N=NC(=C2)O)Cl)C)=O)C=CC1 (3-chloro-6-hydroxypyridazine-4-carboxylic acid {2-[3-(3-fluoro-benzyl)-ureido]-thiazol-4-ylmethyl}-methyl-amide). Reaction SMILES: [F:1][C:2]1[CH:3]=[C:4]([CH:28]=[CH:29][CH:30]=1)[CH2:5][NH:6][C:7](=[O:27])[NH:8][C:9]1[S:10][CH:11]=[C:12]([CH2:14][N:15]([CH3:26])[C:16]([C:18]2[CH:23]=[C:22](Cl)[N:21]=[N:20][C:19]=2[Cl:25])=[O:17])[N:13]=1.C(O)(=[O:33])C>>[F:1][C:2]1[CH:3]=[C:4]([CH:28]=[CH:29][CH:30]=1)[CH2:5][NH:6][C:7](=[O:27])[NH:8][C:9]1[S:10][CH:11]=[C:12]([CH2:14][N:15]([CH3:26])[C:16]([C:18]2[CH:23]=[C:22]([OH:33])[N:21]=[N:20][C:19]=2[Cl:25])=[O:17])[N:13]=1. Reported procedure: 3,6-Dichloro-pyridazine-4-carboxylic acid {2-[3-(3-fluoro-benzyl)-ureido]-thiazol-4-ylmethyl}-methyl-amide (150 mg) in acetic acid (10 mL) was heated at reflux for 2 h. The resultant mixture was concentrated and purified by a preparative C-18 reverse phase HPLC. About 15 mg of the desired product-3-chloro-6-hydroxypyridazine-4-carboxylic acid {2-[3-(3-fluoro-benzyl)-ureido]-thiazol-4-ylmethyl}-methyl-amide was obtained. The desired product was confirmed by 1HNMR and LC-MS. Reactants: CN(C)C=O (DMF), ClC1=CC=C(CN2C(=CC3=CC=CC=C23)C(=O)N2CCC(CC2)C(=O)O)C=C1 (1-(1-(4-chlorobenzyl)-1H-indole-2-carbonyl)piperidine-4-carboxylic acid), ON1N=NC2=C1C=CC=C2 (1-hydroxybenzotriazole), CCN=C=NCCCN(C)C (EDCI), 2-(pyridin-3-yl)ethanamine, HCl. The solvent is O (water), C(C)(=O)OCC (ethyl acetate), C(Cl)Cl (DCM). Conditions: time 10 minute. The product is ClC1=CC=C(CN2C(=CC3=CC=CC=C23)C(=O)N2CCC(CC2)C(=O)NCCC=2C=NC=CC2)C=C1 (1-(1-(4-chlorobenzyl)-1H-indole-2-carbonyl)-N-(2-(pyridin-3-yl)ethyl)piperidine-4-carboxamide). As a reaction SMILES: [Cl:1][C:2]1[CH:28]=[CH:27][C:5]([CH2:6][N:7]2[C:15]3[C:10](=[CH:11][CH:12]=[CH:13][CH:14]=3)[CH:9]=[C:8]2[C:16]([N:18]2[CH2:23][CH2:22][CH:21]([C:24]([OH:26])=O)[CH2:20][CH2:19]2)=[O:17])=[CH:4][CH:3]=1.O[N:30]1[C:34]2[CH:35]=[CH:36][CH:37]=[CH:38][C:33]=2[N:32]=N1.[CH3:39]CN=C=NCCCN(C)C.CN(C=O)C>C(Cl)Cl.O.C(OCC)(=O)C>[Cl:1][C:2]1[CH:28]=[CH:27][C:5]([CH2:6][N:7]2[C:15]3[C:10](=[CH:11][CH:12]=[CH:13][CH:14]=3)[CH:9]=[C:8]2[C:16]([N:18]2[CH2:23][CH2:22][CH:21]([C:24]([NH:30][CH2:34][CH2:35][C:36]3[CH:39]=[N:32][CH:33]=[CH:38][CH:37]=3)=[O:26])[CH2:20][CH2:19]2)=[O:17])=[CH:4][CH:3]=1. Reported procedure: 1-(1-(4-chlorobenzyl)-1H-indole-2-carbonyl)piperidine-4-carboxylic acid (300 mg, 0.756 mmol), 1-hydroxybenzotriazole (170 mg, 1.261 mmol), EDCI (242 mg, 1.261 mmol) were dissolved in DCM (Ratio: 4.00, Volume: 4.0 ml). the reaction was allowed to stir at room temperature for 10 minutes before adding Hunig'sBase (0.330 ml, 1.891 mmol) and a DMF (Ratio: 1.000, Volume: 1 ml) solution of 2-(pyridin-3-yl)ethanamine, HCl (100 mg, 0.630 mmol). The reaction was stirred overnight. The reaction was diluted... RXN SMILES: [Br:1][c:2]1[cH:3][o:4][cH:5][cH:6]1.[C:12](=[O:13])=[O:14].[CH2:7]1[O:8][CH2:9][CH2:10][CH2:11]1.[ClH:15].[OH2:16]>>[Br:1][c:2]1[c:3]([C:12](=[O:13])[OH:14])[o:4][cH:5][cH:6]1. Starting materials: Brc1ccoc1, O=C=O, C1CCOC1, Cl, O. Yields the product O=C(O)c1occc1Br. The reactants are CC(=O)CC(C)C, Cl, O=S(=O)(O)O, CN1CC(C(C#N)(c2ccccc2)c2ccccc2)C1. The product is Cl, CN1CC(C(C(N)=O)(c2ccccc2)c2ccccc2)C1. RXN SMILES: [CH3:27][C:28]([CH2:29][CH:30]([CH3:31])[CH3:32])=[O:33].[ClH:26].[S:1]([OH:2])(=[O:3])(=[O:4])[OH:5].[c:6]1([C:12]([C:13]#[N:14])([CH:15]2[CH2:16][N:17]([CH3:19])[CH2:18]2)[c:20]2[cH:21][cH:22][cH:23][cH:24][cH:25]2)[cH:7][cH:8][cH:9][cH:10][cH:11]1>>[ClH:26].[O:2]=[C:13]([C:12]([c:6]1[cH:7][cH:8][cH:9][cH:10][cH:11]1)([CH:15]1[CH2:16][N:17]([CH3:19])[CH2:18]1)[c:20]1[cH:21][cH:22][cH:23][cH:24][cH:25]1)[NH2:14]. The reactants are BrC1=CC=C(C=O)C=C1 (4-bromobenzaldehyde), Cl.NCC(=O)N (glycinamide hydrochloride), [OH-].[Na+] (sodium hydroxide), [BH4-].[Na+] (Sodium borohydride). Conditions: time 17 hour. The product is BrC1=CC=C(CNCC(=O)N)C=C1 (2-(4-bromobenzylamino)acetamide). The yield is 78.8%. Reaction SMILES: [Br:1][C:2]1[CH:9]=[CH:8][C:5]([CH:6]=O)=[CH:4][CH:3]=1.Cl.[NH2:11][CH2:12][C:13]([NH2:15])=[O:14].[OH-].[Na+].[BH4-].[Na+]>>[Br:1][C:2]1[CH:9]=[CH:8][C:5]([CH2:6][NH:11][CH2:12][C:13]([NH2:15])=[O:14])=[CH:4][CH:3]=1 |f:1.2,3.4,5.6|. Procedure details: To a solution of 4-bromobenzaldehyde (100 g, 0.54 mol) and glycinamide hydrochloride (54 g, 0.48 mol) methanol/water (1500 ml, 5.5/1) was added sodium hydroxide (21.6 g, 0.54 mol). After stirring for 17 h at room temperature the reaction mixture was cooled to 0° C. Sodium borohydride (38 g, 1.0 mol) was added and the mixture was stirred until a clear solution was obtained. The reaction was quenched by addition of concentrated hydrochloric acid until pH=3. After stirring for 17 h the mixture was ...